Dataset: the Open Reaction Database (ORD), a public repository of structured organic reaction records. Task: describe an organic reaction: reactants, conditions, products, and yield The reactants are [N+](=O)([O-])C=1C=C(C=CC1Cl)C=1OC2=C(N1)C=C(C=C2)C2=CC=CC=C2 (2-(3-nitro-4-chlorophenyl)-5-phenylbenzoxazole), S1C=C(C=C1)B(O)O (thiophene-3-boronic acid). Yields the product [N+](=O)([O-])C=1C=C(C=CC1C1=CSC=C1)C=1OC2=C(N1)C=C(C=C2)C2=CC=CC=C2 (2-(3-Nitro-4-(3-thienyl)phenyl)-5-phenylbenzoxazole). As a reaction SMILES: [N+:1]([C:4]1[CH:5]=[C:6]([C:11]2[O:12][C:13]3[CH:19]=[CH:18][C:17]([C:20]4[CH:25]=[CH:24][CH:23]=[CH:22][CH:21]=4)=[CH:16][C:14]=3[N:15]=2)[CH:7]=[CH:8][C:9]=1Cl)([O-:3])=[O:2].[S:26]1[CH:30]=[CH:29][C:28](B(O)O)=[CH:27]1>>[N+:1]([C:4]1[CH:5]=[C:6]([C:11]2[O:12][C:13]3[CH:19]=[CH:18][C:17]([C:20]4[CH:25]=[CH:24][CH:23]=[CH:22][CH:21]=4)=[CH:16][C:14]=3[N:15]=2)[CH:7]=[CH:8][C:9]=1[C:28]1[CH:29]=[CH:30][S:26][CH:27]=1)([O-:3])=[O:2]. Reported procedure: Prepared by the method of Example 15d), from 2-(3-nitro-4-chlorophenyl)-5-phenylbenzoxazole (177 mg, 0.51 mmol) and thiophene-3-boronic acid (97 mg, 0.76 mmol) the subtitle compound was obtained (150 mg, 74%). 1H NMR (DMSO) δ 8.67(d, 1H), 8.48(dd, 1H), 8.12(d, 1H), 7.91(m, 2H), 7.83(m, 1H), 7.79–7.77(m, 4H), 7.51(m, 2H), 7.40(t, 1H), 7.22(dd, 1H). Starting materials: CS(C)=O, [K+], O=[N+]([O-])c1ccccc1Oc1ccc2c(c1)CCC(c1ccccc1)O2, O=[N+]([O-])c1ccc(Cl)c([N+](=O)[O-])c1, [OH-], Oc1ccc2c(c1)CCC(c1ccccc1)O2. Yields the product O=[N+]([O-])c1ccc(Oc2ccc3c(c2)CCC(c2ccccc2)O3)c([N+](=O)[O-])c1. RXN SMILES: [CH3:59][S:60]([CH3:61])=[O:62].[K+:45].[N+:1](=[O:2])([O-:3])[c:4]1[c:5]([O:10][c:11]2[cH:12][c:13]3[c:18]([cH:19][cH:20]2)[O:17][CH:16]([c:21]2[cH:22][cH:23][cH:24][cH:25][cH:26]2)[CH2:15][CH2:14]3)[cH:6][cH:7][cH:8][cH:9]1.[N+:46](=[O:47])([O-:48])[c:49]1[cH:50][c:51]([N+:52]([O-:53])=[O:54])[cH:55][cH:56][c:57]1[Cl:58].[OH-:44].[OH:27][c:28]1[cH:29][c:30]2[c:31]([cH:32][cH:33]1)[O:34][CH:35]([c:36]1[cH:37][cH:38][cH:39][cH:40][cH:41]1)[CH2:42][CH2:43]2>>[N+:1](=[O:2])([O-:3])[c:4]1[c:5]([O:10][c:11]2[cH:12][c:13]3[c:18]([cH:19][cH:20]2)[O:17][CH:16]([c:21]2[cH:22][cH:23][cH:24][cH:25][cH:26]2)[CH2:15][CH2:14]3)[cH:6][cH:7][c:8]([N+:46](=[O:47])[O-:48])[cH:9]1. Starting materials: OCC1=C(SC(=C1C)C1=CC=NC=C1)C1=CC=NC=C1 (3-hydroxymethyl-2,5-di(4-pyridyl)-4-methylthiophene), C1(=CC=CC=C1)P(C1=CC=CC=C1)C1=CC=CC=C1 (triphenylphosphine), C(C)(C)(C)OC(=O)NOC(=O)OC(C)(C)C (N,O-di-(tert-butoxycarbonyl)hydroxylamine), CCOC(=O)/N=N/C(=O)OCC (diethylazodicarboxylate). Solvent: C1CCOC1 (THF), O (water). Conditions: time 23 hour. Product: C(C)(C)(C)OC(=O)N(OC(=O)OC(C)(C)C)CC1=C(SC(=C1C)C1=CC=NC=C1)C1=CC=NC=C1 (N,O-Di-tert-butoxycarbonyl-[2,5-Di(4-pyridyl)-4-methylthiophen-3-yl]methylhydroxylamine). Yield: 35.6%. Reaction SMILES: O[CH2:2][C:3]1[C:7]([CH3:8])=[C:6]([C:9]2[CH:14]=[CH:13][N:12]=[CH:11][CH:10]=2)[S:5][C:4]=1[C:15]1[CH:20]=[CH:19][N:18]=[CH:17][CH:16]=1.C1(P(C2C=CC=CC=2)C2C=CC=CC=2)C=CC=CC=1.[C:40]([O:44][C:45]([NH:47][O:48][C:49]([O:51][C:52]([CH3:55])([CH3:54])[CH3:53])=[O:50])=[O:46])([CH3:43])([CH3:42])[CH3:41].CCOC(/N=N/C(OCC)=O)=O>C1COCC1.O>[C:40]([O:44][C:45]([N:47]([CH2:2][C:3]1[C:7]([CH3:8])=[C:6]([C:9]2[CH:10]=[CH:11][N:12]=[CH:13][CH:14]=2)[S:5][C:4]=1[C:15]1[CH:20]=[CH:19][N:18]=[CH:17][CH:16]=1)[O:48][C:49]([O:51][C:52]([CH3:55])([CH3:54])[CH3:53])=[O:50])=[O:46])([CH3:43])([CH3:42])[CH3:41]. Reported procedure: To a stirred solution of 3-hydroxymethyl-2,5-di(4-pyridyl)-4-methylthiophene (0.282 g), triphenylphosphine(0.446 g), and N,O-di-(tert-butoxycarbonyl)hydroxylamine (0.224 g), in THF (20 mL) was added diethylazodicarboxylate (0.296 g) under nitrogen. After stirring for 23 hours, the reaction mixture was poured into water (50 mL) and the whole was extracted with CH2Cl2 (100 mL). The organic layer was washed with brine, dried over MgSO4, and concentrated in vacuo. The residue was purified by flash c... Reactants: COC(=O)Cc1ccccc1NS(=O)(=O)c1ccc(Cl)c(Cl)c1, CI, CC(C)=O, [K+], [K+], O=C([O-])[O-]. Product: COC(=O)Cc1ccccc1N(C)S(=O)(=O)c1ccc(Cl)c(Cl)c1. Reaction SMILES: [CH3:1][O:2][C:3]([CH2:4][c:5]1[c:6]([NH:11][S:12](=[O:13])(=[O:14])[c:15]2[cH:16][c:17]([Cl:22])[c:18]([Cl:21])[cH:19][cH:20]2)[cH:7][cH:8][cH:9][cH:10]1)=[O:23].[CH3:24][I:25].[CH3:32][C:33](=[O:34])[CH3:35].[K+:26].[K+:27].[O-:28][C:29]([O-:30])=[O:31]>>[CH3:1][O:2][C:3]([CH2:4][c:5]1[c:6]([N:11]([S:12](=[O:13])(=[O:14])[c:15]2[cH:16][c:17]([Cl:22])[c:18]([Cl:21])[cH:19][cH:20]2)[CH3:29])[cH:7][cH:8][cH:9][cH:10]1)=[O:23]. As a reaction SMILES: [CH3:1][O:2][C:3]1[CH:12]=[C:11]2[C:6]([CH:7]=[C:8](CC#N)[C:9]([CH3:13])=[N:10]2)=[CH:5][CH:4]=1.[C:17]([OH:20])(=[O:19])[CH3:18].S(=O)(=O)(O)O.O1CCOCC1>O>[CH3:1][O:2][C:3]1[CH:12]=[C:11]2[C:6]([CH:7]=[C:8]([CH2:18][C:17]([OH:20])=[O:19])[C:9]([CH3:13])=[N:10]2)=[CH:5][CH:4]=1. The solvent is O (water). The reactants are COC1=CC=C2C=C(C(=NC2=C1)C)CC#N ((7-Methoxy-2-methyl-3-quinolinyl)acetonitrile), C(C)(=O)O (acetic acid), S(O)(O)(=O)=O (sulfuric acid), O1CCOCC1 (1,4-dioxane). Reported procedure: Compounds of formula (50), wherein R4 and R5 are as defined in formula (I) and R6 is aryl or heteroaryl, can be prepared as described in Scheme 6. Ethyl 7-methoxy-2-methyl-3-quinolinecarboxylate can be prepared using the procedures described in Synthetic Comm., 17(14):1647-1653 (1987). Ethyl 7-methoxy-2-methyl-3-quinolinecarboxylate can be treated with a reducing agent, such as, but not limited to, lithium aluminum hydride or sodium borohydride, to provide (7-methoxy-2-methyl-3-quinolinyl)methan... Product: COC1=CC=C2C=C(C(=NC2=C1)C)CC(=O)O ((7-methoxy-2-methyl-3-quinolinyl)acetic acid). The reactants are CC(C)(C)OC(=O)N1CCN(c2nc(CCl)cs2)CC1, CS(=O)(=O)c1ccc(O)cc1, CC(C)=O, [K+], [K+], O=C([O-])[O-]. Product: CC(C)(C)OC(=O)N1CCN(c2nc(COc3ccc(S(C)(=O)=O)cc3)cs2)CC1. As a reaction SMILES: [C:1]([CH3:2])([CH3:3])([CH3:4])[O:5][C:6](=[O:7])[N:8]1[CH2:9][CH2:10][N:11]([c:14]2[s:15][cH:16][c:17]([CH2:19][Cl:20])[n:18]2)[CH2:12][CH2:13]1.[CH3:21][S:22](=[O:23])(=[O:24])[c:25]1[cH:26][cH:27][c:28]([OH:31])[cH:29][cH:30]1.[CH3:38][C:39](=[O:40])[CH3:41].[K+:32].[K+:33].[O-:34][C:35]([O-:36])=[O:37]>>[C:1]([CH3:2])([CH3:3])([CH3:4])[O:5][C:6](=[O:7])[N:8]1[CH2:9][CH2:10][N:11]([c:14]2[s:15][cH:16][c:17]([CH2:19][O:31][c:28]3[cH:27][cH:26][c:25]([S:22]([CH3:21])(=[O:23])=[O:24])[cH:30][cH:29]3)[n:18]2)[CH2:12][CH2:13]1. Reactants: C(C)(C)(C)OC(=O)N1CCC(=CC1)C1=C(C#N)C=CC=C1 (2-[1-tert-butoxycarbonyl-(1,2,3,6-tetrahydropyridin-4-yl)]benzonitrile), C(C)(=O)O (acetic acid), C(C)(=O)O (acetic acid). The reagents and catalysts are [Pd] (palladium on carbon), [Pd] (palladium on carbon). Run in C(C)O (ethanol). Run at time 15 hour. The product is C(C)(C)(C)OC(=O)N1CCC(CC1)C1=C(C#N)C=CC=C1 (2-(1-tert-butoxycarbonylpiperidin-4-yl)benzonitrile). Reaction SMILES: [C:1]([O:5][C:6]([N:8]1[CH2:13][CH:12]=[C:11]([C:14]2[CH:21]=[CH:20][CH:19]=[CH:18][C:15]=2[C:16]#[N:17])[CH2:10][CH2:9]1)=[O:7])([CH3:4])([CH3:3])[CH3:2].C(O)(=O)C>C(O)C.[Pd]>[C:1]([O:5][C:6]([N:8]1[CH2:9][CH2:10][CH:11]([C:14]2[CH:21]=[CH:20][CH:19]=[CH:18][C:15]=2[C:16]#[N:17])[CH2:12][CH2:13]1)=[O:7])([CH3:4])([CH3:2])[CH3:3]. Reported procedure: To a solution of 2-[1-tert-butoxycarbonyl-(1,2,3,6-tetrahydropyridin-4-yl)]benzonitrile (5.3 g, 0.019 mol) and acetic acid (0.28 ml, 4.9 mmol) in ethanol (200 ml), degassed with argon was added palladium on carbon. The reaction was hydrogenated on a Parr apparatus at 50 psi for 15 hours. The mixture was recharged twice with acetic acid (0.14 ml, 0.28 ml) and palladium on carbon (900 mg, 1.8 g), hydrogenated as above and filtered through celite. Solvent evaporation gave 2-(1-tert-butoxycarbonylpi...